From a dataset of the Open Reaction Database (ORD), a public repository of structured organic reaction records. describe an organic reaction: reactants, conditions, products, and yield Starting materials: CCO, [Cl-], COCn1cnc(-c2cc3nccc(Oc4ccc([N+](=O)[O-])cc4F)c3s2)c1, [NH4+], O. Yields the product COCn1cnc(-c2cc3nccc(Oc4ccc(N)cc4F)c3s2)c1. Reaction SMILES: [CH3:31][CH2:32][OH:33].[Cl-:29].[F:1][c:2]1[c:3]([O:4][c:5]2[c:6]3[c:7]([n:8][cH:9][cH:10]2)[cH:11][c:12](-[c:14]2[n:15][cH:16][n:17]([CH2:19][O:20][CH3:21])[cH:18]2)[s:13]3)[cH:22][cH:23][c:24]([N+:26]([O-:27])=[O:28])[cH:25]1.[NH4+:30].[OH2:34]>>[F:1][c:2]1[c:3]([O:4][c:5]2[c:6]3[c:7]([n:8][cH:9][cH:10]2)[cH:11][c:12](-[c:14]2[n:15][cH:16][n:17]([CH2:19][O:20][CH3:21])[cH:18]2)[s:13]3)[cH:22][cH:23][c:24]([NH2:26])[cH:25]1.